This data is from the Open Reaction Database (ORD), a public repository of structured organic reaction records. The task is: describe an organic reaction: reactants, conditions, products, and yield Reactants: CCOC(C)=O, [N-]=[N+]=NCc1cn(-c2ccccc2Cl)c2cc(Cl)ccc2c1=O, O=[Pt]=O. Yields the product NCc1cn(-c2ccccc2Cl)c2cc(Cl)ccc2c1=O. As a reaction SMILES: [CH3:27][CH2:28][O:29][C:30](=[O:31])[CH3:32].[N:1](=[N+:2]=[N-:3])[CH2:4][c:5]1[cH:6][n:7](-[c:17]2[c:18]([Cl:23])[cH:19][cH:20][cH:21][cH:22]2)[c:8]2[cH:9][c:10]([Cl:16])[cH:11][cH:12][c:13]2[c:14]1=[O:15].[Pt:24](=[O:25])=[O:26]>>[NH2:1][CH2:4][c:5]1[cH:6][n:7](-[c:17]2[c:18]([Cl:23])[cH:19][cH:20][cH:21][cH:22]2)[c:8]2[cH:9][c:10]([Cl:16])[cH:11][cH:12][c:13]2[c:14]1=[O:15].